This data is from the Open Reaction Database (ORD), a public repository of structured organic reaction records. The task is: describe an organic reaction: reactants, conditions, products, and yield Reactants: CCOC(=O)C(C)c1ccc2[nH]c(=S)oc2c1, CC(=O)O, CCO, [Na+], [OH-], O. Yields the product CC(C(=O)O)c1ccc2[nH]c(=S)oc2c1. RXN SMILES: [CH2:1]([CH3:2])[O:3][C:4]([CH:5]([CH3:6])[c:7]1[cH:8][c:9]2[c:10]([nH:11][c:12](=[S:14])[o:13]2)[cH:15][cH:16]1)=[O:17].[CH3:20][C:21](=[O:22])[OH:23].[CH3:24][CH2:25][OH:26].[Na+:19].[OH-:18].[OH2:27]>>[O:3]=[C:4]([CH:5]([CH3:6])[c:7]1[cH:8][c:9]2[c:10]([nH:11][c:12](=[S:14])[o:13]2)[cH:15][cH:16]1)[OH:17]. RXN SMILES: Br[CH2:2][CH2:3][CH2:4][CH2:5][CH2:6][CH2:7][CH2:8][CH2:9][CH2:10][CH3:11].[Mg].C(=O)([O:17][CH2:18][CH3:19])OCC.Cl>C(OCC)C>[CH2:2]([C:18]([CH2:19][CH2:2][CH2:3][CH2:4][CH2:5][CH2:6][CH2:7][CH2:8][CH2:9][CH3:10])([CH2:2][CH2:3][CH2:4][CH2:5][CH2:6][CH2:7][CH2:8][CH2:9][CH2:10][CH3:11])[OH:17])[CH2:3][CH2:4][CH2:5][CH2:6][CH2:7][CH2:8][CH2:9][CH2:10][CH3:11]. Reported procedure: Three moles of 1-bromodecane was slowly added to 3 moles of magnesium turnings in 0.6 liters of anhydrous ethyl ether (nitrogen atmosphere). One mole of diethyl carbonate in 0.151 anhydrous ethyl ether was slowly added to the mixture. After stirring for one hour at 30° C., the mixture was slowly poured into 1.8 liters of a cold 10% HCl solution. The organic layer was dried with magnesium sulfate and the ethyl ether evaporated off to give tri-n-decylcarbinol. The solvent is C(C)OCC (ethyl ether), C(C)OCC (ethyl ether). Reactants: C(OCC)(OCC)=O (diethyl carbonate), Cl (HCl), BrCCCCCCCCCC (1-bromodecane), [Mg] (magnesium). Product: C(CCCCCCCCC)C(O)(CCCCCCCCCC)CCCCCCCCCC (tri-n-decylcarbinol). Conditions: temperature 30 celsius, time 1 hour. The reactants are ClC=1N=C(C2=C(N1)C=C(S2)C=O)N2CCOCC2 (2-Chloro-4-morpholin-4-yl-thieno[3,2-d]pyrimidine-6-carbaldehyde), CN1CCC(CC1)N (1-methyl-piperidin-4-ylamine). Isolated yield 34.0%. Yields the product ClC=1N=C(C2=C(N1)C=C(S2)CNC2CCN(CC2)C)N2CCOCC2 ((2-chloro-4-morpholin-4-yl-thieno[3,2-d]pyrimidin-6-ylmethyl)-(1-methyl-piperidin-4-yl)-amine), solid. Procedure: 2-Chloro-4-morpholin-4-yl-thieno[3,2-d]pyrimidine-6-carboxaldehyde 10 was reacted with 1-methyl-piperidin-4-ylamine using standard reductive amination conditions. The resulting crude solid was purified on silica using a gradient of 0-20% methanol in ethyl acetate as the eluent to give (2-chloro-4-morpholin-4-yl-thieno[3,2-d]pyrimidin-6-ylmethyl)-(1-methyl-piperidin-4-yl)-amine as an off white solid (34% yield), which was reacted with 5-(4,4,5,5-tetramethyl-[1,3,2]dioxaborolan-2-yl)-pyrimidin-2-y... RXN SMILES: [Cl:1][C:2]1[N:3]=[C:4]([N:13]2[CH2:18][CH2:17][O:16][CH2:15][CH2:14]2)[C:5]2[S:10][C:9]([CH:11]=O)=[CH:8][C:6]=2[N:7]=1.[CH3:19][N:20]1[CH2:25][CH2:24][CH:23]([NH2:26])[CH2:22][CH2:21]1>>[Cl:1][C:2]1[N:3]=[C:4]([N:13]2[CH2:18][CH2:17][O:16][CH2:15][CH2:14]2)[C:5]2[S:10][C:9]([CH2:11][NH:26][CH:23]3[CH2:24][CH2:25][N:20]([CH3:19])[CH2:21][CH2:22]3)=[CH:8][C:6]=2[N:7]=1. Yields the product C#Cc1cccc(Nc2ncnc3cc(OCCOC)c(OCCOC)cc23)c1, O. Starting materials: C#Cc1cccc(Nc2ncnc3cc(OCCOC)c(OCCOC)cc23)c1, CO, O. As a reaction SMILES: [CH3:1][O:2][CH2:3][CH2:4][O:5][c:6]1[cH:7][c:8]2[n:9][cH:10][n:11][c:12]([NH:13][c:14]3[cH:15][cH:16][cH:17][c:18]([C:20]#[CH:21])[cH:19]3)[c:22]2[cH:23][c:24]1[O:25][CH2:26][CH2:27][O:28][CH3:29].[CH3:30][OH:31].[OH2:32]>>[CH3:1][O:2][CH2:3][CH2:4][O:5][c:6]1[cH:7][c:8]2[n:9][cH:10][n:11][c:12]([NH:13][c:14]3[cH:15][cH:16][cH:17][c:18]([C:20]#[CH:21])[cH:19]3)[c:22]2[cH:23][c:24]1[O:25][CH2:26][CH2:27][O:28][CH3:29].[OH2:31]. Starting materials: [O-]B([O-])[O-], [O-]B([O-])[O-], [O-]B([O-])[O-], [O-]B([O-])[O-], COC(=O)Cc1c[nH]cn1, COC(=O)c1ccc(N)cc1, Cl, Cl, O=N[O-], [Na+], [Na+], [Na+], [Na+], [Na+], [Na+], [Na+], [Na+], [Na+], [Na+], [Na+], [Na+], [Na+]. Yields the product COC(=O)Cc1c[nH]c(N=Nc2ccc(C(=O)OC)cc2)n1. Reaction SMILES: [B:28]([O-:29])([O-:30])[O-:31].[B:32]([O-:33])([O-:34])[O-:35].[B:36]([O-:37])([O-:38])[O-:39].[B:40]([O-:41])([O-:42])[O-:43].[CH3:17][O:18][C:19]([CH2:20][c:21]1[n:22][cH:23][nH:24][cH:25]1)=[O:26].[CH3:5][O:6][C:7]([c:8]1[cH:9][cH:10][c:11]([NH2:14])[cH:12][cH:13]1)=[O:15].[ClH:16].[ClH:27].[N:1]([O-:2])=[O:3].[Na+:44].[Na+:45].[Na+:46].[Na+:47].[Na+:48].[Na+:49].[Na+:4].[Na+:50].[Na+:51].[Na+:52].[Na+:53].[Na+:54].[Na+:55]>>[N:1](=[N:14][c:11]1[cH:10][cH:9][c:8]([C:7]([O:6][CH3:5])=[O:15])[cH:13][cH:12]1)[c:23]1[n:22][c:21]([CH2:20][C:19]([O:18][CH3:17])=[O:26])[cH:25][nH:24]1.